From a dataset of the Open Reaction Database (ORD), a public repository of structured organic reaction records. describe an organic reaction: reactants, conditions, products, and yield Reactants: NC1=NC2=NC(=CC=C2C=C1)Cl (2-amino-7-chloro-1,8-naphthyridine), OC=1C=NC=CC1 (3-hydroxypyridine), [OH-].[K+] (potassium hydroxide). The yield is 8.8%. Conditions: temperature 4 celsius. Procedure: The procedure is similar to that described in Example 4, but starting with 2-amino-7-chloro-1,8-naphthyridine (17.9 g), 3-hydroxypyridine (38 g) and potassium hydroxide pellets (11,2 g; 85% purity). The product produced by precipitation in water and extraction with ethyl acetate (4.7 g) is dissolved in boiling ethyl acetate (80 cc). After 3 hours' cooling at 4° C., the crystallised solid is separated by filtration, washed with ethyl ether (2×5 cc) and dried in the air at 20° C. 2-Amino-7-(3-pyri... The product is NC1=NC2=NC(=CC=C2C=C1)OC=1C=NC=CC1 (2-Amino-7-(3-pyridyl)oxy-1,8-naphthyridine). Solvent: O (water). RXN SMILES: [NH2:1][C:2]1[CH:11]=[CH:10][C:9]2[C:4](=[N:5][C:6](Cl)=[CH:7][CH:8]=2)[N:3]=1.[OH:13][C:14]1[CH:15]=[N:16][CH:17]=[CH:18][CH:19]=1.[OH-].[K+]>O>[NH2:1][C:2]1[CH:11]=[CH:10][C:9]2[C:4](=[N:5][C:6]([O:13][C:14]3[CH:15]=[N:16][CH:17]=[CH:18][CH:19]=3)=[CH:7][CH:8]=2)[N:3]=1 |f:2.3|. The reactants are BrBr, Br, CC(=O)c1cccnc1, CC(=O)O. Yields the product O=C(CBr)c1cccnc1. Reaction SMILES: [Br:1][Br:2].[BrH:12].[C:3]([CH3:4])(=[O:5])[c:6]1[cH:7][n:8][cH:9][cH:10][cH:11]1.[CH3:13][C:14](=[O:15])[OH:16]>>[Br:1][CH2:4][C:3](=[O:5])[c:6]1[cH:7][n:8][cH:9][cH:10][cH:11]1.